This data is from the Open Reaction Database (ORD), a public repository of structured organic reaction records. The task is: describe an organic reaction: reactants, conditions, products, and yield Reactants: C(C)(C)(C)N1N=C(C=C1C1=CC=C(C=C1)F)CCC=O (3-(1-tert-butyl-5-(4-fluorophenyl)-1H-pyrazol-3-yl)propanal), [BH-](OC(=O)C)(OC(=O)C)OC(=O)C.[Na+] (NaBH(OAc)3), ClC1=CC=C(C=C1)N1CCNCC1 (1-(4-chlorophenyl)piperazine), CCN(C(C)C)C(C)C (DIPEA). Product: C(C)(C)(C)N1N=C(C=C1C1=CC=C(C=C1)F)CCCN1CCN(CC1)C1=CC=C(C=C1)Cl (1-(3-(1-tert-butyl-5-(4-fluorophenyl)-1H-pyrazol-3-yl)propyl)-4-(4-chlorophenyl)piperazine). RXN SMILES: [C:1]([N:5]1[C:9]([C:10]2[CH:15]=[CH:14][C:13]([F:16])=[CH:12][CH:11]=2)=[CH:8][C:7]([CH2:17][CH2:18][CH:19]=O)=[N:6]1)([CH3:4])([CH3:3])[CH3:2].[Cl:21][C:22]1[CH:27]=[CH:26][C:25]([N:28]2[CH2:33][CH2:32][NH:31][CH2:30][CH2:29]2)=[CH:24][CH:23]=1.CCN(C(C)C)C(C)C.[BH-](OC(C)=O)(OC(C)=O)OC(C)=O.[Na+]>>[C:1]([N:5]1[C:9]([C:10]2[CH:15]=[CH:14][C:13]([F:16])=[CH:12][CH:11]=2)=[CH:8][C:7]([CH2:17][CH2:18][CH2:19][N:31]2[CH2:30][CH2:29][N:28]([C:25]3[CH:24]=[CH:23][C:22]([Cl:21])=[CH:27][CH:26]=3)[CH2:33][CH2:32]2)=[N:6]1)([CH3:4])([CH3:3])[CH3:2] |f:3.4|. Procedure: 108 mg (60%) of target compound was obtained by using a method same as in Example 1 by using 3-(1-tert-butyl-5-(4-fluorophenyl)-1H-pyrazol-3-yl)propanal (100 mg, 0.365 mmol), 1-(4-chlorophenyl)piperazine (98 mg, 0.365 mmol), DIPEA (0.1 mL, 0.548 mmol) and NaBH(OAc)3 (232 mg, 1.095 mmol). Starting materials: ClCc1ccc2c(c1)OCO2, Clc1cc2c(NC3CCNCC3)ncnc2s1. Product: Clc1cc2c(NC3CCN(Cc4ccc5c(c4)OCO5)CC3)ncnc2s1. Reaction SMILES: [Cl:18][CH2:19][c:20]1[cH:21][c:22]2[c:23]([cH:27][cH:28]1)[O:24][CH2:25][O:26]2.[Cl:1][c:2]1[cH:3][c:4]2[c:5]([n:6][cH:7][n:8][c:9]2[NH:10][CH:11]2[CH2:12][CH2:13][NH:14][CH2:15][CH2:16]2)[s:17]1>>[Cl:1][c:2]1[cH:3][c:4]2[c:5]([n:6][cH:7][n:8][c:9]2[NH:10][CH:11]2[CH2:12][CH2:13][N:14]([CH2:19][c:20]3[cH:21][c:22]4[c:23]([cH:27][cH:28]3)[O:24][CH2:25][O:26]4)[CH2:15][CH2:16]2)[s:17]1. Product: COCCN1C(=O)c2ccccc2NC1c1ccc(OC)c(COc2c(C)cc(NC(C)=O)cc2C)c1. As a reaction SMILES: [CH3:39][CH2:40][OH:41].[CH:15](=[O:16])[c:17]1[cH:18][cH:19][c:20]([O:37][CH3:38])[c:21]([CH2:22][O:23][c:24]2[c:25]([CH3:35])[cH:26][c:27]([NH:31][C:32]([CH3:33])=[O:34])[cH:28][c:29]2[CH3:30])[cH:36]1.[NH2:1][c:2]1[c:3]([C:4](=[O:5])[NH:6][CH2:7][CH2:8][O:9][CH3:10])[cH:11][cH:12][cH:13][cH:14]1>>[NH:1]1[c:2]2[c:3]([cH:11][cH:12][cH:13][cH:14]2)[C:4](=[O:5])[N:6]([CH2:7][CH2:8][O:9][CH3:10])[CH:15]1[c:17]1[cH:18][cH:19][c:20]([O:37][CH3:38])[c:21]([CH2:22][O:23][c:24]2[c:25]([CH3:35])[cH:26][c:27]([NH:31][C:32]([CH3:33])=[O:34])[cH:28][c:29]2[CH3:30])[cH:36]1. Starting materials: CCO, COc1ccc(C=O)cc1COc1c(C)cc(NC(C)=O)cc1C, COCCNC(=O)c1ccccc1N. The reactants are S1CCCN2C3=CC(=CC=C3N=C12)CO ((3,4-Dihydro-2H-1-thia-4a,9-diaza-fluoren-6-yl)-methanol). Reagents/catalysts: [O-2].[O-2].[Mn+4] (manganese dioxide). Solvent: C(Cl)(Cl)Cl (chloroform). Reaction conditions: time 1 hour. Product: S1CCCN2C3=CC(=CC=C3N=C12)C=O (3,4-Dihydro-2H-1-thia-4a,9-diaza-fluorene-6-carbaldehyde). As a reaction SMILES: [S:1]1[C:13]2[N:5]([C:6]3[C:11]([N:12]=2)=[CH:10][CH:9]=[C:8]([CH2:14][OH:15])[CH:7]=3)[CH2:4][CH2:3][CH2:2]1>[O-2].[O-2].[Mn+4].C(Cl)(Cl)Cl>[S:1]1[C:13]2[N:5]([C:6]3[C:11]([N:12]=2)=[CH:10][CH:9]=[C:8]([CH:14]=[O:15])[CH:7]=3)[CH2:4][CH2:3][CH2:2]1 |f:1.2.3|. Procedure: To a round bottomed flask was loaded 1.1 grams of (3,4-Dihydro-2H-1-thia-4a,9-diaza-fluoren-6-yl)-methanol, 6 grams of manganese dioxide and 250 ml chloroform. The mixture was stirred for one hour at room temperature and then filtered through a pad of celite. This yielded 0.67 grams of product (61%). MS: 219.0 (M+H). H-NMR (CDCl3): δ 10.04 (s, 1H), 7.67 (m, 3H), 4.25 (m, 2H), 3.27 (m, 2H), 2.50 (m, 2H). Reactants: N1C=NC=C1 (imidazole), ClC1=CC2=C(C(C=3N(C(=CC3CS2)C(C(=O)OCC)=O)C)=O)C=C1 (Ethyl 7-chloro-4,10-dihydro-10,α-dioxo-1-methyl-1H-[1]benzothiepino[4,3-b]pyrrole-2-acetate), S (hydrogen sulfide). Run in N1=CC=CC=C1 (pyridine). The product is ClC1=CC2=C(C(C=3N(C(=CC3CS2)CC(=O)OCC)C)=O)C=C1 (ethyl 7-chloro-4,10-dihydro-1-methyl-10-oxo-1H-[1]benzothiepino[4,3-b]pyrrole-2-acetate). The yield is 90.7%. RXN SMILES: [Cl:1][C:2]1[CH:24]=[CH:23][C:5]2[C:6](=[O:22])[C:7]3[N:8]([CH3:21])[C:9]([C:14](=O)[C:15]([O:17][CH2:18][CH3:19])=[O:16])=[CH:10][C:11]=3[CH2:12][S:13][C:4]=2[CH:3]=1.N1C=CN=C1.S>N1C=CC=CC=1>[Cl:1][C:2]1[CH:24]=[CH:23][C:5]2[C:6](=[O:22])[C:7]3[N:8]([CH3:21])[C:9]([CH2:14][C:15]([O:17][CH2:18][CH3:19])=[O:16])=[CH:10][C:11]=3[CH2:12][S:13][C:4]=2[CH:3]=1. Procedure: Ethyl 7-chloro-4,10-dihydro-10,α-dioxo-1-methyl-1H-[1]benzothiepino[4,3-b]pyrrole-2-acetate (87 mg, 0.23 mmol) is dissolved in pyridine (2 ml) and placed in a resealable pressure tube along with imidazole (100 mg) and a small stirring bar. The tube and its contents are cooled to -78° and hydrogen sulfide (0.5 ml) is conducted inside it. The tube is then sealed and allowed to come to room temperature with stirring. The mixture is stirred for three hours, then cooled again to -78° and the tube is ... Starting materials: COC(C1=CN=CC(=C1)C#C)=O (5-ethinylnicotinic acid methyl ester), COC(CCC1=NC(=CC=C1OCCCC\C=C\C1=CC=C(C=C1)OC)I)=O (3-{6-iodo-3-[6-(4-methoxyphenyl)-(5E)-5-hexenyloxy]-2-pyridyl}-propionic acid methyl ester). Yields the product COC(CCC1=NC(=CC=C1OCCCC\C=C\C1=CC=C(C=C1)OC)C#CC=1C=NC=C(C1)C(=O)OC)=O (3-{6-[2-(5-methoxycarbonyl-3-pyridyl)-ethinyl]-3-[6-(4-methoxyphenyl)-(5E)-5-hexenyloxy]-2-pyridyl}-propionic acid methyl ester). Yield: 2.8%. RXN SMILES: [CH3:1][O:2][C:3](=[O:12])[C:4]1[CH:9]=[C:8]([C:10]#[CH:11])[CH:7]=[N:6][CH:5]=1.[CH3:13][O:14][C:15](=[O:40])[CH2:16][CH2:17][C:18]1[C:23]([O:24][CH2:25][CH2:26][CH2:27][CH2:28]/[CH:29]=[CH:30]/[C:31]2[CH:36]=[CH:35][C:34]([O:37][CH3:38])=[CH:33][CH:32]=2)=[CH:22][CH:21]=[C:20](I)[N:19]=1>>[CH3:13][O:14][C:15](=[O:40])[CH2:16][CH2:17][C:18]1[C:23]([O:24][CH2:25][CH2:26][CH2:27][CH2:28]/[CH:29]=[CH:30]/[C:31]2[CH:32]=[CH:33][C:34]([O:37][CH3:38])=[CH:35][CH:36]=2)=[CH:22][CH:21]=[C:20]([C:11]#[C:10][C:8]2[CH:7]=[N:6][CH:5]=[C:4]([C:3]([O:2][CH3:1])=[O:12])[CH:9]=2)[N:19]=1. Reported procedure: Under the conditions of example 5A, 184 mg of the crude 5-ethinylnicotinic acid methyl ester is reacted with 500 mg of 3-{6-iodo-3-[6-(4-methoxyphenyl)-(5E)-5-hexenyloxy]-2-pyridyl}-propionic acid methyl ester, worked up, and the crude product is chromatographed on silica gel with hexane/0-30% ethyl acetate and for complete purification subjected to high-pressure liquid chromatography on reversed-phase silica gel (Nova-Pak HR C18) with acetonitrile/water=75/25. 15 mg of 3-{6-[2-(5-methoxycarbony... The reactants are BrCCN1C(C2=CC=CC=C2C1=O)=O (2-(2-bromoethyl)isoindoline-1,3-dione), P(OC)(OC)OC (trimethyl phosphite). Yields the product O=C1N(C(C2=CC=CC=C12)=O)CCP(OC)(OC)=O (dimethyl 2-(1,3-dioxoisoindolin-2-yl)ethylphosphonate). Isolated yield 61.2%. As a reaction SMILES: Br[CH2:2][CH2:3][N:4]1[C:12](=[O:13])[C:11]2[C:6](=[CH:7][CH:8]=[CH:9][CH:10]=2)[C:5]1=[O:14].[P:15]([O:20]C)([O:18][CH3:19])[O:16][CH3:17]>>[O:14]=[C:5]1[C:6]2[C:11](=[CH:10][CH:9]=[CH:8][CH:7]=2)[C:12](=[O:13])[N:4]1[CH2:3][CH2:2][P:15](=[O:20])([O:18][CH3:19])[O:16][CH3:17]. Procedure details: A mixture of 2-(2-bromoethyl)isoindoline-1,3-dione (7.62 g, 30 mmol) and trimethyl phosphite (100 g) was refluxed under N2 atmosphere for 10 hours. Concentration and purification through column chromatography on silica gel (100% EtOAc) gave the desired product as a white solid (5.2 g).